From a dataset of the Open Reaction Database (ORD), a public repository of structured organic reaction records. describe an organic reaction: reactants, conditions, products, and yield Reactants: C=CC(=O)N1CCc2cc(OC)c([N+](=O)[O-])cc2C1, CNC, CO. The product is COc1cc2c(cc1[N+](=O)[O-])CN(C(=O)CCN(C)C)CC2. As a reaction SMILES: [C:1]([CH:2]=[CH2:3])(=[O:4])[N:5]1[CH2:6][c:7]2[cH:8][c:9]([N+:17](=[O:18])[O-:19])[c:10]([O:15][CH3:16])[cH:11][c:12]2[CH2:13][CH2:14]1.[CH3:20][NH:21][CH3:22].[CH3:23][OH:24]>>[C:1]([CH2:2][CH2:3][N:21]([CH3:20])[CH3:22])(=[O:4])[N:5]1[CH2:6][c:7]2[cH:8][c:9]([N+:17](=[O:18])[O-:19])[c:10]([O:15][CH3:16])[cH:11][c:12]2[CH2:13][CH2:14]1.